Dataset: the Open Reaction Database (ORD), a public repository of structured organic reaction records. Task: describe an organic reaction: reactants, conditions, products, and yield Reactants: CCNCC, O=C(c1ccccc1)c1ccc(OCCCCCl)cc1, [I-], [K+], O. The product is CCN(CC)CCCCOc1ccc(C(=O)c2ccccc2)cc1. Reaction SMILES: [CH2:21]([CH3:22])[NH:23][CH2:24][CH3:25].[Cl:1][CH2:2][CH2:3][CH2:4][CH2:5][O:6][c:7]1[cH:8][cH:9][c:10]([C:11](=[O:12])[c:13]2[cH:14][cH:15][cH:16][cH:17][cH:18]2)[cH:19][cH:20]1.[I-:27].[K+:26].[OH2:28]>>[CH2:2]([CH2:3][CH2:4][CH2:5][O:6][c:7]1[cH:8][cH:9][c:10]([C:11](=[O:12])[c:13]2[cH:14][cH:15][cH:16][cH:17][cH:18]2)[cH:19][cH:20]1)[N:23]([CH2:21][CH3:22])[CH2:24][CH3:25]. Reactants: O1C=C(C=C1)C1=CC=CC=2N1N=C(N2)N (5-(3-furyl)[1,2,4]triazolo[1,5-a]pyridin-2-amine), CC(C)(C)OC(=O)NCC1=CC=C(C=C1)C(=O)O (boc-(4-aminomethyl)-benzoic acid). Product: C(C)(C)(C)OC(NCC1=CC=C(C=C1)C(=O)NC1=NN2C(C=CC=C2C2=COC=C2)=N1)=O (tert-butyl[4-({[5-(3-furyl)[1,2,4]triazolo[1,5-a]pyridin-2-yl]amino}carbonyl)benzyl]carbamate). RXN SMILES: [O:1]1[CH:5]=[CH:4][C:3]([C:6]2[N:11]3[N:12]=[C:13]([NH2:15])[N:14]=[C:10]3[CH:9]=[CH:8][CH:7]=2)=[CH:2]1.[CH3:16][C:17]([O:20][C:21]([NH:23][CH2:24][C:25]1[CH:30]=[CH:29][C:28]([C:31](O)=[O:32])=[CH:27][CH:26]=1)=[O:22])([CH3:19])[CH3:18]>>[C:17]([O:20][C:21](=[O:22])[NH:23][CH2:24][C:25]1[CH:26]=[CH:27][C:28]([C:31]([NH:15][C:13]2[N:14]=[C:10]3[CH:9]=[CH:8][CH:7]=[C:6]([C:3]4[CH:4]=[CH:5][O:1][CH:2]=4)[N:11]3[N:12]=2)=[O:32])=[CH:29][CH:30]=1)([CH3:19])([CH3:16])[CH3:18]. Procedure: The title compound was prepared following procedure and work up described for example 2, but starting from 5-(3-furyl)[1,2,4]triazolo[1,5-a]pyridin-2-amine ((A2), 75 mg; 0.37 mmol; 1.0 eq.) and boc-(4-aminomethyl)-benzoic acid (113 mg; 0.45 mmol; 1.2 eq.) as a white foam (35.4 mg, 22%). HPLC, Rt: 3.69 min. (purity 88.9%). LC/MS, M+(ESI): 434.1, M−(ESI): 432.1. Reactants: CN(C(=O)C1CCN(CC1)S(=O)(=O)C1=CC=C(C=C1)[N+](=O)[O-])C (1-(4-Nitro-benzenesulfonyl)-piperidine-4-carboxylic acid dimethylamide), C(C)O (ethanol), [Cl-].[NH4+] (ammonium chloride). The reagents and catalysts are [Fe] (iron). Solvent: O (water). Reaction conditions: time 18 hour. The product is CN(C(=O)C1CCN(CC1)S(=O)(=O)C1=CC=C(C=C1)N)C (1-(4-Amino-benzenesulfonyl)-piperidine-4-carboxylic acid dimethylamide). The yield is 98.3%. RXN SMILES: [CH3:1][N:2]([CH3:23])[C:3]([CH:5]1[CH2:10][CH2:9][N:8]([S:11]([C:14]2[CH:19]=[CH:18][C:17]([N+:20]([O-])=O)=[CH:16][CH:15]=2)(=[O:13])=[O:12])[CH2:7][CH2:6]1)=[O:4].C(O)C.[Cl-].[NH4+]>[Fe].O>[CH3:1][N:2]([CH3:23])[C:3]([CH:5]1[CH2:6][CH2:7][N:8]([S:11]([C:14]2[CH:15]=[CH:16][C:17]([NH2:20])=[CH:18][CH:19]=2)(=[O:13])=[O:12])[CH2:9][CH2:10]1)=[O:4] |f:2.3|. Reported procedure: 1-(4-Nitro-benzenesulfonyl)-piperidine-4-carboxylic acid dimethylamide (0.17 g, 0.49 mmol) was suspended in a 5:1 mixture of ethanol and water (3 ml). To this solution was added iron powder (0.08 g, 0.98 mmol) followed by saturated ammonium chloride solution (0.1 ml) and the mixture was stirred at room temperature for 18 hours. After this time, the reaction mixture was filtered through a pad of celite, the celite was washed with ethanol (10 ml) and ethyl acetate (50 ml) and the solution was conc...